From a dataset of the Open Reaction Database (ORD), a public repository of structured organic reaction records. describe an organic reaction: reactants, conditions, products, and yield Starting materials: CC(=O)OC1CSC(Br)C(OC(C)=O)C1OC(C)=O, N#Cc1ccc(-c2ccc(S)cc2)cc1. The product is CC(=O)OC1CSC(Sc2ccc(-c3ccc(C#N)cc3)cc2)C(OC(C)=O)C1OC(C)=O. RXN SMILES: [C:16]([CH3:17])(=[O:18])[O:19][CH:20]1[CH:21]([Br:34])[S:22][CH2:23][CH:24]([O:30][C:31]([CH3:32])=[O:33])[CH:25]1[O:26][C:27]([CH3:28])=[O:29].[SH:1][c:2]1[cH:3][cH:4][c:5](-[c:8]2[cH:9][cH:10][c:11]([C:12]#[N:13])[cH:14][cH:15]2)[cH:6][cH:7]1>>[S:1]([c:2]1[cH:3][cH:4][c:5](-[c:8]2[cH:9][cH:10][c:11]([C:12]#[N:13])[cH:14][cH:15]2)[cH:6][cH:7]1)[CH:21]1[CH:20]([O:19][C:16]([CH3:17])=[O:18])[CH:25]([O:26][C:27]([CH3:28])=[O:29])[CH:24]([O:30][C:31]([CH3:32])=[O:33])[CH2:23][S:22]1. Reactants: ClC1=CC=C(C=C1)CCCCCC(C(=O)OCC)OC1=CC=C(C=C1)C (ethyl 7-(4-chlorophenyl)-2-(4-methylphenoxy)heptanoate), [OH-].[K+] (caustic potash). The solvent is CO (methanol). Conditions: temperature 40 celsius. Product: ClC1=CC=C(C=C1)CCCCCC(C(=O)O)OC1=CC=C(C=C1)C (7-(4-chlorophenyl)-2-(4-methylphenoxy)heptanoic acid). As a reaction SMILES: [Cl:1][C:2]1[CH:7]=[CH:6][C:5]([CH2:8][CH2:9][CH2:10][CH2:11][CH2:12][CH:13]([O:19][C:20]2[CH:25]=[CH:24][C:23]([CH3:26])=[CH:22][CH:21]=2)[C:14]([O:16]CC)=[O:15])=[CH:4][CH:3]=1.[OH-].[K+]>CO>[Cl:1][C:2]1[CH:7]=[CH:6][C:5]([CH2:8][CH2:9][CH2:10][CH2:11][CH2:12][CH:13]([O:19][C:20]2[CH:21]=[CH:22][C:23]([CH3:26])=[CH:24][CH:25]=2)[C:14]([OH:16])=[O:15])=[CH:4][CH:3]=1 |f:1.2|. Reported procedure: A mixture of 3.25 g (9 mmol) of ethyl 7-(4-chlorophenyl)-2-(4-methylphenoxy)heptanoate, 15 ml of 1N caustic potash solution and 45 ml of methanol is heated for 3 h, with stirring, at 40° C. Then the methanol is evaporated in vacuo, the aqueous solution is washed with ether and acidified with dilute hydrochloric acid. The precipitated oil is taken up in ether and the ether solution is dried and concentrated by evaporation. The residue is ground with ligroin. 2.7 g (86% of theory) is obtained of 7... Starting materials: Nc1ncccc1Br, COCCOC, OB(O)c1ccc(F)nc1, [Na+], [Na+], O=C([O-])[O-], O, c1ccc(P(c2ccccc2)(c2ccccc2)[Pd](P(c2ccccc2)(c2ccccc2)c2ccccc2)(P(c2ccccc2)(c2ccccc2)c2ccccc2)P(c2ccccc2)(c2ccccc2)c2ccccc2)cc1. Yields the product Nc1ncccc1-c1ccc(F)nc1. Reaction SMILES: [Br:17][c:18]1[c:19]([NH2:24])[n:20][cH:21][cH:22][cH:23]1.[CH3:25][O:26][CH2:27][CH2:28][O:29][CH3:30].[F:7][c:8]1[cH:9][cH:10][c:11]([B:14]([OH:15])[OH:16])[cH:12][n:13]1.[Na+:1].[Na+:2].[O-:3][C:4](=[O:5])[O-:6].[OH2:31].[cH:32]1[cH:33][cH:34][c:35]([P:36]([Pd:37]([P:38]([c:39]2[cH:40][cH:41][cH:42][cH:43][cH:44]2)([c:45]2[cH:46][cH:47][cH:48][cH:49][cH:50]2)[c:51]2[cH:52][cH:53][cH:54][cH:55][cH:56]2)([P:57]([c:58]2[cH:59][cH:60][cH:61][cH:62][cH:63]2)([c:64]2[cH:65][cH:66][cH:67][cH:68][cH:69]2)[c:70]2[cH:71][cH:72][cH:73][cH:74][cH:75]2)[P:76]([c:77]2[cH:78][cH:79][cH:80][cH:81][cH:82]2)([c:83]2[cH:84][cH:85][cH:86][cH:87][cH:88]2)[c:89]2[cH:90][cH:91][cH:92][cH:93][cH:94]2)([c:95]2[cH:96][cH:97][cH:98][cH:99][cH:100]2)[c:101]2[cH:102][cH:103][cH:104][cH:105][cH:106]2)[cH:107][cH:108]1>>[F:7][c:8]1[cH:9][cH:10][c:11](-[c:18]2[c:19]([NH2:24])[n:20][cH:21][cH:22][cH:23]2)[cH:12][n:13]1.